Dataset: the Open Reaction Database (ORD), a public repository of structured organic reaction records. Task: describe an organic reaction: reactants, conditions, products, and yield Starting materials: O=C(OC(Cl)(Cl)Cl)OC(Cl)(Cl)Cl, C1COCCN1, Nc1ccc2nc(NC3CCc4ccccc43)ccc2c1. Product: O=C(Nc1ccc2nc(NC3CCc4ccccc43)ccc2c1)N1CCOCC1. RXN SMILES: [C:1]([O:2][C:3]([Cl:4])([Cl:5])[Cl:6])([O:7][C:8]([Cl:9])([Cl:10])[Cl:11])=[O:12].[CH2:13]1[CH2:14][O:15][CH2:16][CH2:17][NH:18]1.[CH:19]1([NH:28][c:29]2[n:30][c:31]3[cH:32][cH:33][c:34]([NH2:39])[cH:35][c:36]3[cH:37][cH:38]2)[CH2:20][CH2:21][c:22]2[cH:23][cH:24][cH:25][cH:26][c:27]21>>[C:1](=[O:12])([N:18]1[CH2:13][CH2:14][O:15][CH2:16][CH2:17]1)[NH:39][c:34]1[cH:33][cH:32][c:31]2[n:30][c:29]([NH:28][CH:19]3[CH2:20][CH2:21][c:22]4[cH:23][cH:24][cH:25][cH:26][c:27]43)[cH:38][cH:37][c:36]2[cH:35]1. The reactants are O=C1N(C2=C(C(CC1)=O)C=CC=C2)CCCCN2CCN(CC2)C(=O)OC(C)(C)C (tert-Butyl 4-[4-(2,5-dioxo-2,3,4,5-tetrahydro-1H-1-benzazepin-1-yl)butyl]piperazine-1-carboxylate), Cl (HCl). The solvent is C(C)OCC (diethyl ether). Reaction conditions: time 12 hour. The product is N1(CCNCC1)CCCCN1C(CCC(C2=C1C=CC=C2)=O)=O (1-(4-Piperazin-1-ylbutyl)-3,4-dihydro-1H-1-benzazepine-2,5-dione). Yield: 35.6%. As a reaction SMILES: [O:1]=[C:2]1[CH2:8][CH2:7][C:6](=[O:9])[C:5]2[CH:10]=[CH:11][CH:12]=[CH:13][C:4]=2[N:3]1[CH2:14][CH2:15][CH2:16][CH2:17][N:18]1[CH2:23][CH2:22][N:21](C(OC(C)(C)C)=O)[CH2:20][CH2:19]1.Cl>C(OCC)C>[N:18]1([CH2:17][CH2:16][CH2:15][CH2:14][N:3]2[C:4]3[CH:13]=[CH:12][CH:11]=[CH:10][C:5]=3[C:6](=[O:9])[CH2:7][CH2:8][C:2]2=[O:1])[CH2:23][CH2:22][NH:21][CH2:20][CH2:19]1. Reported procedure: tert-Butyl 4-[4-(2,5-dioxo-2,3,4,5-tetrahydro-1H-1-benzazepin-1-yl)butyl]piperazine-1-carboxylate from Example 61 (8.28 mmol, 3.44 g) in diethyl ether (40 ml) was admixed with saturated ethereal HCl (30 ml) and the mixture was stirred at room temperature for 12 h. The reaction mixture was then filtered and the resulting residue was washed with diethyl ether to obtain 0.93 g of the title compound. Reactants: FC(C(=O)O)(F)F (Trifluoroacetic acid), O[C@@H](CN(C(OC(C)(C)C)=O)CC1=CC=C(C=C1)OCCN1CCC2(CN(CCO2)C(=O)C2=CSC(=C2)C)CC1)C1=CC=C(C=2NC(SC21)=O)O ((R)-tert-Butyl 2-hydroxy-2-(4-hydroxy-2-oxo-2,3-dihydrobenzo[d]thiazol-7-yl)ethyl(4-(2-(4-(5-methylthiophene-3-carbonyl)-1-oxa-4,9-diazaspiro[5.5]undecan-9-yl)ethoxy)benzyl)carbamate), C1(=CC=CC=C1)C (Toluene). Run in C(Cl)Cl (DCM). Conditions: time 10 minute. Yields the product C(=O)O.OC1=CC=C(C2=C1NC(S2)=O)[C@H](CNCC2=CC=C(C=C2)OCCN2CCC1(CN(CCO1)C(=O)C1=CSC(=C1)C)CC2)O ((R)-4-Hydroxy-7-(1-hydroxy-2-(4-(2-(4-(5-methylthiophene-3-carbonyl)-1-oxa-4,9-diazaspiro[5.5]undecan-9-yl)ethoxy)benzylamino)ethyl)benzo[d]thiazol-2(3H)-one formate). Reaction SMILES: FC(F)(F)[C:3]([OH:5])=[O:4].[OH:8][C@H:9]([C:48]1[C:56]2[S:55][C:54](=[O:57])[NH:53][C:52]=2[C:51]([OH:58])=[CH:50][CH:49]=1)[CH2:10][N:11]([CH2:19][C:20]1[CH:25]=[CH:24][C:23]([O:26][CH2:27][CH2:28][N:29]2[CH2:47][CH2:46][C:32]3([O:37][CH2:36][CH2:35][N:34]([C:38]([C:40]4[CH:44]=[C:43]([CH3:45])[S:42][CH:41]=4)=[O:39])[CH2:33]3)[CH2:31][CH2:30]2)=[CH:22][CH:21]=1)C(=O)OC(C)(C)C.C1(C)C=CC=CC=1>C(Cl)Cl>[CH:3]([OH:5])=[O:4].[OH:58][C:51]1[C:52]2[NH:53][C:54](=[O:57])[S:55][C:56]=2[C:48]([C@@H:9]([OH:8])[CH2:10][NH:11][CH2:19][C:20]2[CH:25]=[CH:24][C:23]([O:26][CH2:27][CH2:28][N:29]3[CH2:47][CH2:46][C:32]4([O:37][CH2:36][CH2:35][N:34]([C:38]([C:40]5[CH:44]=[C:43]([CH3:45])[S:42][CH:41]=5)=[O:39])[CH2:33]4)[CH2:31][CH2:30]3)=[CH:22][CH:21]=2)=[CH:49][CH:50]=1 |f:4.5|. Reported procedure: Trifluoroacetic acid (1.2 mL) was added to a solution of (R)-tert-butyl 2-hydroxy-2-(4-hydroxy-2-oxo-2,3-dihydrobenzo[d]thiazol-7-yl)ethyl(4-(2-(4-(5-methylthiophene-3-carbonyl)-1-oxa-4,9-diazaspiro[5.5]undecan-9-yl)ethoxy)benzyl)carbamate (example 104, step c) (0.33 g) in DCM (5 mL) and the resulting mixture stirred for 10 minutes. Toluene (20 mL) was added and the mixture was evaporated in vacuo. The residue was azeotroped with toluene (3×20 mL). Purification was by preparative HPLC (Phenomene... Reactants: ClC=1C(=NC=C(C1)CO)N1CCN(CC1)C1=NC=C(C=N1)C=1C=C(CN(C(CNC(OC(C)(C)C)=O)=O)C)C=CC1 (tert-Butyl (2-{[3-(2-{4-[3-chloro-5-(hydroxymethyl)pyridin-2-yl]piperazin-1-yl}pyrimidin-5-yl)benzyl](methyl)amino}-2-oxoethyl)carbamate). Reagents/catalysts: [O-2].[O-2].[Mn+4] (Manganese dioxide), [O-2].[O-2].[Mn+4] (manganese dioxide). Run in ClCCl (dichloromethane). Conditions: time 1.5 hour. Yields the product ClC=1C(=NC=C(C1)C=O)N1CCN(CC1)C1=NC=C(C=N1)C=1C=C(CN(C(CNC(OC(C)(C)C)=O)=O)C)C=CC1 (tert-butyl {2-[(3-{2-[4-(3-chloro-5-formylpyridin-2-yl)piperazin-1-yl]pyrimidin-5-yl}benzyl)(methyl)amino]-2-oxoethyl}carbamate). The yield is 81.9%. RXN SMILES: [Cl:1][C:2]1[C:3]([N:10]2[CH2:15][CH2:14][N:13]([C:16]3[N:21]=[CH:20][C:19]([C:22]4[CH:23]=[C:24]([CH:39]=[CH:40][CH:41]=4)[CH2:25][N:26]([CH3:38])[C:27](=[O:37])[CH2:28][NH:29][C:30](=[O:36])[O:31][C:32]([CH3:35])([CH3:34])[CH3:33])=[CH:18][N:17]=3)[CH2:12][CH2:11]2)=[N:4][CH:5]=[C:6]([CH2:8][OH:9])[CH:7]=1>ClCCl.[O-2].[O-2].[Mn+4]>[Cl:1][C:2]1[C:3]([N:10]2[CH2:11][CH2:12][N:13]([C:16]3[N:17]=[CH:18][C:19]([C:22]4[CH:23]=[C:24]([CH:39]=[CH:40][CH:41]=4)[CH2:25][N:26]([CH3:38])[C:27](=[O:37])[CH2:28][NH:29][C:30](=[O:36])[O:31][C:32]([CH3:34])([CH3:35])[CH3:33])=[CH:20][N:21]=3)[CH2:14][CH2:15]2)=[N:4][CH:5]=[C:6]([CH:8]=[O:9])[CH:7]=1 |f:2.3.4|. Reported procedure: tert-Butyl (2-{[3-(2-{4-[3-chloro-5-(hydroxymethyl)pyridin-2-yl]piperazin-1-yl}pyrimidin-5-yl)benzyl](methyl)amino}-2-oxoethyl)carbamate (288 mg) was dissolved in dichloromethane (8 ml), and manganese dioxide (1.16 g) was added thereto, followed by stirring at room temperature for 1.5 hours. Manganese dioxide (220 mg) was added thereto, followed by additionally stirring at room temperature for 1 hour. The reaction mixture was filtered using Celite as a filtration assistant, and the filtrate was ... Product: COC(CCCCCCCC1OC(CC1)C=O)=O (8-(5-Formyl-tetrahydro-2-furyl)-octanoic acid methyl ester). Run at temperature 60 celsius, time 1 hour. RXN SMILES: [CH3:1][O:2][C:3](=[O:21])[CH2:4][CH2:5][CH2:6][CH2:7][CH2:8][CH2:9][CH2:10][CH:11]1[CH2:15][CH2:14][CH:13]([CH:16](OC)[O:17]C)[O:12]1.C1(C)C=CC(S(O)(=O)=O)=CC=1>CC(C)=O>[CH3:1][O:2][C:3](=[O:21])[CH2:4][CH2:5][CH2:6][CH2:7][CH2:8][CH2:9][CH2:10][CH:11]1[CH2:15][CH2:14][CH:13]([CH:16]=[O:17])[O:12]1. Reactants: COC(CCCCCCCC1OC(CC1)C(OC)OC)=O (8-(5-Dimethoxymethyl-tetrahydro-2-furyl)-octanoic acid methyl ester), C1(=CC=C(C=C1)S(=O)(=O)O)C (p-toluene-sulfonic acid). Procedure details: 8-(5-Dimethoxymethyl-tetrahydro-2-furyl)-octanoic acid methyl ester (I) (1.51 g, 0.00500 mole), p-toluene-sulfonic acid (30 mg), and acetone (50 ml) were stirred and heated for about 6 hours in such a way that every 30 minutes about 30 ml of the acetone were distilled off, and a similar new portion of acetone was added to the reaction mixture. The reaction was followed by thin layer chromatography (tlc). After cooling, sodium bicarbonate (0.1 g) was added, and the suspension was stirred for 1 ho... Solvent: CC(=O)C (acetone), CC(=O)C (acetone). Yield: 78.0%.